From a dataset of the Open Reaction Database (ORD), a public repository of structured organic reaction records. describe an organic reaction: reactants, conditions, products, and yield The reactants are [Mg] (magnesium), Grignard reagent, Grignard reagent, II (iodine), C(C(C)C)Br (i-Butylbromide), C(CCCCC)[Si](Cl)(Cl)Cl (n-hexyltrichlorosilane). Solvent: CCCCCC (Hexane), C(C)OCC (diethyl ether), C(C)OCC (diethyl ether), O1CCCC1 (tetrahydrofuran). The product is C(CCCCC)[Si](Cl)(Cl)CC(C)C (n-hexyl(i-butyl)dichlorosilane). As a reaction SMILES: [Mg].II.[CH2:4](Br)[CH:5]([CH3:7])[CH3:6].[CH2:9]([Si:15](Cl)([Cl:17])[Cl:16])[CH2:10][CH2:11][CH2:12][CH2:13][CH3:14]>C(OCC)C.CCCCCC.O1CCCC1>[CH2:9]([Si:15]([CH2:4][CH:5]([CH3:7])[CH3:6])([Cl:17])[Cl:16])[CH2:10][CH2:11][CH2:12][CH2:13][CH3:14]. Procedure details: Anhydrous diethyl ether (125 mL) was put into a reactor with magnesium (5.0 g, 0.21 mol) which had been dehydrated and deaerated, followed by charging of argon gas. A small amount of iodine was slowly added to the mixture. i-Butylbromide (25 g, 0.18 mol) was added dropwise to the slowly stirred mixture so that the reaction mixture was gradually refluxed. After the reaction was complete, the obtained Grignard reagent was transferred to a dropping funnel. The Grignard reagent was added dropwise to...